Dataset: the Open Reaction Database (ORD), a public repository of structured organic reaction records. Task: describe an organic reaction: reactants, conditions, products, and yield Starting materials: NC=1C(=NC(=CC1)OC1=C(C=C(C(=C1)N1C(N(C(=CC1=O)C(F)(F)F)C)=O)F)Cl)OCC1=CC=CC=C1 (3-amino-6-{2-chloro-4-fluoro-5-[3-methyl-2,6-dioxo-4-(trifluoromethyl)-1,2,3,6-tetrahydropyrimidin-1-yl]phenoxy}-2-benzyloxypyridine), COCCOC (1,2-dimethoxyethane), ClCCl (dichloromethane), N(=O)OC(C)(C)C (t-butyl nitrite). Solvent: CCCCC (n-pentane). Run at time 15 minute. The product is ClC1=C(OC2=NC(=CC=C2)OCC2=CC=CC=C2)C=C(C(=C1)F)N1C(N(C(=CC1=O)C(F)(F)F)C)=O (2-{2-chloro-4-fluoro-5-[3-methyl-2,6-dioxo-4-(trifluoromethyl)-1,2,3,6-tetrahydropyrimidin-1-yl]phenoxy}-6-benzyloxypyridine). The yield is 30.3%. RXN SMILES: N[C:2]1[C:3]([O:30][CH2:31][C:32]2[CH:37]=[CH:36][CH:35]=[CH:34][CH:33]=2)=[N:4][C:5]([O:8][C:9]2[CH:14]=[C:13]([N:15]3[C:20](=[O:21])[CH:19]=[C:18]([C:22]([F:25])([F:24])[F:23])[N:17]([CH3:26])[C:16]3=[O:27])[C:12]([F:28])=[CH:11][C:10]=2[Cl:29])=[CH:6][CH:7]=1.COCCOC.ClCCl.N(OC(C)(C)C)=O>CCCCC>[Cl:29][C:10]1[CH:11]=[C:12]([F:28])[C:13]([N:15]2[C:20](=[O:21])[CH:19]=[C:18]([C:22]([F:25])([F:24])[F:23])[N:17]([CH3:26])[C:16]2=[O:27])=[CH:14][C:9]=1[O:8][C:5]1[CH:6]=[CH:7][CH:2]=[C:3]([O:30][CH2:31][C:32]2[CH:33]=[CH:34][CH:35]=[CH:36][CH:37]=2)[N:4]=1. Reported procedure: 1.38 g of boron trifluoride diethyl ether complex was added to a mixture of 2.55 g of 3-amino-6-{2-chloro-4-fluoro-5-[3-methyl-2,6-dioxo-4-(trifluoromethyl)-1,2,3,6-tetrahydropyrimidin-1-yl]phenoxy}-2-benzyloxypyridine, 6 ml of 1,2-dimethoxyethane and 2 ml of dichloromethane dropwise at −5° C. The mixture was stirred for 15 minutes at the same temperature, then, to the reaction solution was added 0.59 g of t-butyl nitrite dropwise at −5° C. The mixture was stirred for 1 hour at the same temperat... The reactants are Cl.C(C)N (ethylamine hydrochloride), CCN(C(C)C)C(C)C (Hünig's base), COC=NC=1C(=NC(=C(C1)Br)OCCCC(C)C)C (N-[5-Bromo-2-methyl-6-(4-methyl-pentyloxy)-pyridin-3-yl]-formimidic acid methyl ester). The solvent is ClCCl (dichloromethane). Run at time 20 hour. Yields the product BrC=1C=C(C(=NC1OCCCC(C)C)C)NC=NCC (N-[5-Bromo-2-methyl-6-(4-methyl-pentyloxy)-pyridin-3-yl]-N′-ethyl-formamidine). Yield: 94.4%. RXN SMILES: Cl.[CH2:2]([NH2:4])[CH3:3].CCN(C(C)C)C(C)C.CO[CH:16]=[N:17][C:18]1[C:19]([CH3:32])=[N:20][C:21]([O:25][CH2:26][CH2:27][CH2:28][CH:29]([CH3:31])[CH3:30])=[C:22]([Br:24])[CH:23]=1>ClCCl>[Br:24][C:22]1[CH:23]=[C:18]([NH:17][CH:16]=[N:4][CH2:2][CH3:3])[C:19]([CH3:32])=[N:20][C:21]=1[O:25][CH2:26][CH2:27][CH2:28][CH:29]([CH3:31])[CH3:30] |f:0.1|. Procedure: In a 50 ml single-necked round-bottomed flask, 540 mg of N-[5-Bromo-2-methyl-6-(4-methyl-pentyloxy)-pyridin-3-yl]-formimidic acid methyl ester is dissolved in 6.60 ml of dry dichloromethane. Under stirring at an ambient temperature, 214 mg of ethylamine hydrochloride along with 0.45 ml of Hünig's base are added. Stirring is continued at room temperature for 20 hours. Then, the volatiles are removed in vacuo at 50° C. After purification on silica gel (eluent: heptane/ethyl acetate 8:1 (v:v) with ... The product is Fc1ccc(CNc2nc(Nc3ccccc3)nc(Nc3ccccc3)n2)cc1. Reaction SMILES: [CH3:19][N:20]1[CH2:21][CH2:22][CH2:23][C:24]1=[O:25].[CH3:47][C:48]#[N:49].[CH:10]([N:11]([CH:12]([CH3:13])[CH3:14])[CH2:15][CH3:16])([CH3:17])[CH3:18].[Cl:26][c:27]1[n:28][c:29]([NH:40][c:41]2[cH:42][cH:43][cH:44][cH:45][cH:46]2)[n:30][c:31]([NH:33][c:34]2[cH:35][cH:36][cH:37][cH:38][cH:39]2)[n:32]1.[F:1][c:2]1[cH:3][cH:4][c:5]([CH2:6][NH2:7])[cH:8][cH:9]1>>[F:1][c:2]1[cH:3][cH:4][c:5]([CH2:6][NH:7][c:27]2[n:28][c:29]([NH:40][c:41]3[cH:42][cH:43][cH:44][cH:45][cH:46]3)[n:30][c:31]([NH:33][c:34]3[cH:35][cH:36][cH:37][cH:38][cH:39]3)[n:32]2)[cH:8][cH:9]1. Starting materials: CN1CCCC1=O, CC#N, CCN(C(C)C)C(C)C, Clc1nc(Nc2ccccc2)nc(Nc2ccccc2)n1, NCc1ccc(F)cc1. The reactants are C=1(C(=CC=CC1)C=O)C (o-tolualdehyde), C1(=CC=CC=C1)NN (phenyl hydrazine). Yields the product CC1=C(C=NNC2=CC=CC=C2)C=CC=C1 (N-(2-Methyl-benzylidene)-N′-phenyl-hydrazine). As a reaction SMILES: [C:1]1([CH3:9])[C:2]([CH:7]=O)=[CH:3][CH:4]=[CH:5][CH:6]=1.[C:10]1([NH:16][NH2:17])[CH:15]=[CH:14][CH:13]=[CH:12][CH:11]=1>>[CH3:9][C:1]1[CH:6]=[CH:5][CH:4]=[CH:3][C:2]=1[CH:7]=[N:17][NH:16][C:10]1[CH:15]=[CH:14][CH:13]=[CH:12][CH:11]=1. Procedure: In a procedure analogous to Example 1, o-tolualdehyde is combined with phenyl hydrazine to form N-(2-Methyl-benzylidene)-N′-phenyl-hydrazine. The reactants are COC(C)(OC)C1=NC(=NC=C1)N (4-(1,1-dimethoxyethyl)pyrimidin-2-amine), Cl (hydrochloric acid). Run in O1CCCC1 (tetrahydrofuran). Run at time 8 hour. Yields the product NC1=NC=CC(=N1)C(C)=O (1-(2-aminopyrimidin-4-yl)ethanone). Yield: 83.1%. Reaction SMILES: C[O:2][C:3]([C:7]1[CH:12]=[CH:11][N:10]=[C:9]([NH2:13])[N:8]=1)(OC)[CH3:4].Cl>O1CCCC1>[NH2:13][C:9]1[N:8]=[C:7]([C:3](=[O:2])[CH3:4])[CH:12]=[CH:11][N:10]=1. Procedure details: To a stirred solution of 4-(1,1-dimethoxyethyl)pyrimidin-2-amine (2a) (180 g) in tetrahydrofuran (2 L) was added 2M hydrochloric acid solution (980 mL) and stirring continued at room temperature overnight. Most of the solvent was removed in vacuo and remaining aqueous solution was poured into an aqueous saturated sodium hydrogen carbonate solution. The sandy coloured precipitate was filtered off and dried in vacuo at 40° C. to give the title compound (112 g). The reactants are palladium dichloro-bis(acetonitrile), C[O-].[Na+] (sodium methylate), ClC1=NC=C(C=C1)Cl (2,5-dichloropyridine), C(CN)N (ethylenediamine). Reagents/catalysts: C1(=CC=CC=C1)P(CCCP(C1=CC=CC=C1)C1=CC=CC=C1)C1=CC=CC=C1 (1,3-bis(diphenylphosphino)propane). Yields the product Cl (hydrochloric acid), NCCNC(=O)C1=NC=C(C=C1)Cl (N-(2-aminoethyl)-5-chloropyridine-2-carboxamide). Yield: 74.8%. RXN SMILES: [Cl:1][C:2]1[CH:7]=[CH:6][C:5]([Cl:8])=[CH:4][N:3]=1.[CH2:9]([NH2:12])[CH2:10][NH2:11].[CH3:13][O-:14].[Na+]>C1(P(C2C=CC=CC=2)CCCP(C2C=CC=CC=2)C2C=CC=CC=2)C=CC=CC=1>[ClH:1].[NH2:11][CH2:10][CH2:9][NH:12][C:13]([C:2]1[CH:7]=[CH:6][C:5]([Cl:8])=[CH:4][N:3]=1)=[O:14] |f:2.3|. Procedure: The amidation of 5 g (33.8 mmol) of 2,5-dichloropyridine in the presence of 12.1 g (202 mmol) of ethylenediamine, 8.8 mg of palladium-dichloro-bis(acetonitrile) and 21 mg of 1,3-bis(diphenylphosphino)propane is carried out at 110° in a manner analogous to Example 1. After the addition of 1.91 g (35.5 mmol) of sodium methylate and evaporation of the reaction mixture there are obtained, by extraction with 3N hydrochloric acid and subsequent basification of the acidic-aqueous solution, 5.05 g (75%)... The reactants are CN1C(N(C(C=2C1=C1C(=CCCN1C2C=2C=C(C=CC2)C)B2OC(C(O2)(C)C)(C)C)=O)C)=O (1,3-Dimethyl-10-(4,4,5,5-tetramethyl-1,3,2-dioxaborolan-2-yl)-5-m-tolyl-7,8-dihydropyrimido[4,5-a]indolizine-2,4(1H,3H)-dione), IC=1SC=C(N1)C (2-iodo-4-methylthiazole), IC=1SC=C(N1)C (2-iodo-4-methylthiazole), Pd-118, [OH-].[Ba+2].[OH-] (barium hydroxide). Run in C(C)#N.O (acetonitrile water), Cl (HCl). Reaction conditions: temperature 80 celsius, time 30 minute. Product: CN1C(N(C(C=2C1=C1C(=CCCN1C2C=2C=C(C=CC2)C)C=2SC=C(N2)C)=O)C)=O (1,3-Dimethyl-10-(4-methylthiazol-2-yl)-5-m-tolyl-7,8-dihydropyrimido[4,5-a]indolizine-2,4(1H,3H)-dione). As a reaction SMILES: [CH3:1][N:2]1[C:7]2=[C:8]3[N:13]([C:14]([C:15]4[CH:16]=[C:17]([CH3:21])[CH:18]=[CH:19][CH:20]=4)=[C:6]2[C:5](=[O:31])[N:4]([CH3:32])[C:3]1=[O:33])[CH2:12][CH2:11][CH:10]=[C:9]3B1OC(C)(C)C(C)(C)O1.I[C:35]1[S:36][CH:37]=[C:38]([CH3:40])[N:39]=1.[OH-].[Ba+2].[OH-]>C(#N)C.O.Cl>[CH3:1][N:2]1[C:7]2=[C:8]3[N:13]([C:14]([C:15]4[CH:16]=[C:17]([CH3:21])[CH:18]=[CH:19][CH:20]=4)=[C:6]2[C:5](=[O:31])[N:4]([CH3:32])[C:3]1=[O:33])[CH2:12][CH2:11][CH:10]=[C:9]3[C:35]1[S:36][CH:37]=[C:38]([CH3:40])[N:39]=1 |f:2.3.4,5.6|. Procedure: A mixture of 1,3-dimethyl-10-(4,4,5,5-tetramethyl-1,3,2-dioxaborolan-2-yl)-5-m-tolyl-7,8-dihydropyrimido[4,5-a]indolizine-2,4(1H,3H)-dione (step 5) (295 mg, 0.66 mmol), 2-iodo-4-methylthiazole (Intermediate O) (135 mg, 0.60 mmol), Pd-118 (19.6 mg, 0.03 mmol) and barium hydroxide (206 mg, 1.20 mmol) in acetonitrile/water (1:1, 3 mL) was stirred at 80° C. for 30 minutes. The reaction mixture was diluted with 1M HCl (5 mL) and extracted with DCM (3×5 mL). The combined organic layers were filtered t... Starting materials: CO, NC(=O)COc1ccc2c(c1)CCCC2NS(=O)(=O)c1ccc(Cl)cc1, [K+], [OH-]. The product is O=C(O)COc1ccc2c(c1)CCCC2NS(=O)(=O)c1ccc(Cl)cc1. As a reaction SMILES: [CH3:27][OH:28].[Cl:1][c:2]1[cH:3][cH:4][c:5]([S:8](=[O:9])(=[O:10])[NH:11][CH:12]2[c:13]3[cH:14][cH:15][c:16]([O:22][CH2:23][C:24](=[O:25])[NH2:26])[cH:17][c:18]3[CH2:19][CH2:20][CH2:21]2)[cH:6][cH:7]1.[K+:30].[OH-:29]>>[Cl:1][c:2]1[cH:3][cH:4][c:5]([S:8](=[O:9])(=[O:10])[NH:11][CH:12]2[c:13]3[cH:14][cH:15][c:16]([O:22][CH2:23][C:24]([OH:25])=[O:28])[cH:17][c:18]3[CH2:19][CH2:20][CH2:21]2)[cH:6][cH:7]1. Starting materials: COC(=O)c1cc(N=Cc2ccccc2)ccc1OC(C)=O, O. Product: COC(=O)c1cc(N)ccc1OC(C)=O. As a reaction SMILES: [C:1]([CH3:2])(=[O:3])[O:4][c:5]1[c:6]([C:7](=[O:8])[O:9][CH3:10])[cH:11][c:12]([N:15]=[CH:16][c:17]2[cH:18][cH:19][cH:20][cH:21][cH:22]2)[cH:13][cH:14]1.[OH2:23]>>[C:1]([CH3:2])(=[O:3])[O:4][c:5]1[c:6]([C:7](=[O:8])[O:9][CH3:10])[cH:11][c:12]([NH2:15])[cH:13][cH:14]1.